describe an organic reaction: reactants, conditions, products, and yield From a dataset of the Open Reaction Database (ORD), a public repository of structured organic reaction records. The reactants are ClC=1C=CC(=C(C(=O)NC2=NC=C(C=C2)Cl)C1)[N+](=O)[O-] (5-Chloro-N-(5-chloro-pyridin-2-yl)-2-nitro-benzamide), Stannous chloride dihydrate, N (ammonia). The solvent is C(C)(=O)OCC (ethyl acetate), C(C)(=O)OCC (ethyl acetate). Conditions: time 2 hour. Yields the product NC1=C(C(=O)NC2=NC=C(C=C2)Cl)C=C(C=C1)Cl (2-Amino-5-chloro-N-(5-chloro-pyridin-2-yl)-benzamide). Yield: 80.8%. Reaction SMILES: [Cl:1][C:2]1[CH:3]=[CH:4][C:5]([N+:18]([O-])=O)=[C:6]([CH:17]=1)[C:7]([NH:9][C:10]1[CH:15]=[CH:14][C:13]([Cl:16])=[CH:12][N:11]=1)=[O:8].N>C(OCC)(=O)C>[NH2:18][C:5]1[CH:4]=[CH:3][C:2]([Cl:1])=[CH:17][C:6]=1[C:7]([NH:9][C:10]1[CH:15]=[CH:14][C:13]([Cl:16])=[CH:12][N:11]=1)=[O:8]. Reported procedure: To a stirred solution of 5-Chloro-N-(5-chloro-pyridin-2-yl)-2-nitro-benzamide (26 g, 0.0833 mol) in ethyl acetate (170 mL) was added Stannous chloride dihydrate (75 g, 0.333 mol) at 25-30° C. After stirring at same temperature for 2 hr, reaction mixture was diluted with 250 mL ethyl acetate and made alkaline with aqueous ammonia solution. Reaction mixture was then filtered through hyflow bed and organic layer was dried over sodium sulfate. Evaporation of solvent afforded 19 g of titled compound ...